describe an organic reaction: reactants, conditions, products, and yield From a dataset of the Open Reaction Database (ORD), a public repository of structured organic reaction records. The reactants are [N+](=O)([O-])C1=C(C(=O)NN)C=CC=C1 (2-nitrobenzhydrazide), C(=O)(Cl)Cl (phosgene), C1=CC=CC=C1 (benzene), 37a. Run in C(C)N(CC)CC (triethylamine). Yields the product [N+](=O)([O-])C1=C(C=CC=C1)C=1OC(NN1)=O (2-(2-nitrophenyl)-1,3,4-oxadiazolin-5-one). As a reaction SMILES: [N+:1]([C:4]1[CH:13]=[CH:12][CH:11]=[CH:10][C:5]=1[C:6]([NH:8][NH2:9])=[O:7])([O-:3])=[O:2].[C:14](Cl)(Cl)=[O:15].C1C=CC=CC=1>C(N(CC)CC)C>[N+:1]([C:4]1[CH:13]=[CH:12][CH:11]=[CH:10][C:5]=1[C:6]1[O:7][C:14](=[O:15])[NH:9][N:8]=1)([O-:3])=[O:2]. Procedure: The reactions of Equation 37 above can be run according to similar procedures described in U.S. Pat. No. 4,259,104; Golfier and Milcent, J. Heterocycl. Chem., 10, 989 (1973); and R. Madhavan and V. Srinivasan, Indian J. Chem., 7, 760 (1969). Thus, in reaction 37a, a 2-nitrobenzhydrazide XLVIII is reacted with phosgene in an aprotic solvent such as benzene at ambient temperature for about 10 hours, followed by addition of two mole equivalents of triethylamine and heating at reflux for about 2 hou... The reactants are N1C(=CC=C1)C(=O)OCC (ethyl pyrrole carboxylate), C(CCCCCC)(=O)Cl (heptanoylchloride). Product: C(CCCCCC)(=O)C=1C=C(NC1)C(=O)OCC (Ethyl 4-heptanoyl-2-pyrrolecarboxylate). The yield is 71.1%. As a reaction SMILES: [NH:1]1[CH:5]=[CH:4][CH:3]=[C:2]1[C:6]([O:8][CH2:9][CH3:10])=[O:7].[C:11](Cl)(=[O:18])[CH2:12][CH2:13][CH2:14][CH2:15][CH2:16][CH3:17]>>[C:11]([C:4]1[CH:3]=[C:2]([C:6]([O:8][CH2:9][CH3:10])=[O:7])[NH:1][CH:5]=1)(=[O:18])[CH2:12][CH2:13][CH2:14][CH2:15][CH2:16][CH3:17]. Procedure details: Starting with 2.0 g of ethyl pyrrole carboxylate (14 mmol) and 4.2 ml (26 mmol) of heptanoylchloride and following a procedure analogous to the one described above, 2.5 g (70% yield) of the desired product is obtained. 1H NMR (δ ppm, CDCl3): 10.07 (s, br, 1H, NH); 7.53 (dd, J=1.60, 3.35 Hz, 1H, α-pyrrolic); 7.27 (dd, J=1.60, 2.47; 1H; β-pyrrolic); 4.32 (q, 2H, J=7.14 Hz, CO2Et); 2.73 (t, 2H, J=7.50, α-CO CH2); 1.67 (m, 2H, β-CO CH2); 1.33 (t, 3H, J=7.14, CO2Et); 1.28 (m, 6H, γ,δ,ε CH2); 0.85 (m,... Starting materials: FC1(CCC(CC1)CC1=C(N=C2N1C(=CC(=C2)C(=O)NC2CCOCC2)C)C2(CC2)C)F (3-(4,4-Difluorocyclohexylmethyl)-5-methyl-2-(1-methylcyclopropyl)-N-(tetrahydro-2H-pyran-4-yl)imidazo[1,2-a]pyridine-7-carboxamide), FC1(CCC(CC1)CC1=C(N=C2N1C(=CC(=C2)C(=O)O)C)C(C)C)F (3-(4,4-difluorocyclohexylmethyl)-2-isopropyl-5-methylimidazo[1,2-a]pyridine-7-carboxylic acid), Cl.NC1CCOCC1 (4-aminotetrahydropyran hydrochloride). Yields the product FC1(CCC(CC1)CC1=C(N=C2N1C(=CC(=C2)C(=O)NC2CCOCC2)C)C(C)C)F (3-(4,4-Difluorocyclohexylmethyl)-2-isopropyl-5-methyl-N-(tetrahydro-2H-pyran-4-yl)imidazo[1,2-a]pyridine-7-carboxamide). As a reaction SMILES: [F:1][C:2]1([F:32])[CH2:7][CH2:6][CH:5]([CH2:8][C:9]2[N:13]3[C:14]([CH3:27])=[CH:15][C:16]([C:18]([NH:20][CH:21]4[CH2:26][CH2:25][O:24][CH2:23][CH2:22]4)=[O:19])=[CH:17][C:12]3=[N:11][C:10]=2[C:28]2(C)[CH2:30][CH2:29]2)[CH2:4][CH2:3]1.FC1(F)CCC(CC2N3C(C)=CC(C(O)=O)=CC3=NC=2C(C)C)CC1.Cl.NC1CCOCC1>>[F:32][C:2]1([F:1])[CH2:7][CH2:6][CH:5]([CH2:8][C:9]2[N:13]3[C:14]([CH3:27])=[CH:15][C:16]([C:18]([NH:20][CH:21]4[CH2:26][CH2:25][O:24][CH2:23][CH2:22]4)=[O:19])=[CH:17][C:12]3=[N:11][C:10]=2[CH:28]([CH3:29])[CH3:30])[CH2:4][CH2:3]1 |f:2.3|. Reported procedure: Compound 100 (62.0 mg, yield 72%) was obtained in the same manner as in step 4 of Example 49, using 3-(4,4-difluorocyclohexylmethyl)-2-isopropyl-5-methylimidazo[1,2-a]pyridine-7-carboxylic acid obtained in step 5, and 4-aminotetrahydropyran hydrochloride. The reactants are OC1=NC(=NC(=C1)C)C(C)C (4-hydroxy-2-isopropyl-6-methyl-pyrimidine), P(=O)(Cl)(Cl)Cl (phosphorus oxychloride). Run in C(Cl)(Cl)Cl (chloroform). Yields the product ClC1=NC(=NC(=C1)C)C(C)C (4-chloro-2-isopropyl-6-methyl-pyrimidine). RXN SMILES: O[C:2]1[CH:7]=[C:6]([CH3:8])[N:5]=[C:4]([CH:9]([CH3:11])[CH3:10])[N:3]=1.P(Cl)(Cl)([Cl:14])=O>C(Cl)(Cl)Cl>[Cl:14][C:2]1[CH:7]=[C:6]([CH3:8])[N:5]=[C:4]([CH:9]([CH3:11])[CH3:10])[N:3]=1. Procedure details: A mixture of 6.5 g (0.036 mol) of 4-hydroxy-2-isopropyl-6-methyl-pyrimidine and 16.8 g (0.108 mol) of phosphorus oxychloride in 40 ml of chloroform is heated at reflux for 2 hours. The solution is then concentrated under reduced pressure, the residue is poured into water and the aqueous phase is extracted twice with 100 ml of n-hexane each time. The organic phase is dried over anhydrous sodium sulphate and subsequently evaporated. There is obtained 4-chloro-2-isopropyl-6-methyl-pyrimidine in the... Starting materials: CC1=[N+](C=CC=C1)[O-] (2-methylpyridine N-oxide), CCOC(=O)C (EtOAc). The solvent is C(C)(=O)OC(C)=O (acetic anhydride). Product: C(C)(=O)OCC1=NC=CC=C1 (2-(acetoxymethyl) pyridine). Reaction SMILES: [CH3:1][C:2]1[CH:7]=[CH:6][CH:5]=[CH:4][N+:3]=1[O-].CC[O:11][C:12]([CH3:14])=[O:13]>C(OC(=O)C)(=O)C>[C:12]([O:13][CH2:1][C:2]1[CH:7]=[CH:6][CH:5]=[CH:4][N:3]=1)(=[O:11])[CH3:14]. Procedure: A solution of the 2-methylpyridine N-oxide (1.0 mmol) in acetic anhydride (5 mL) was heated to reflux for 0.5 h. Work-up (EtOAc), drying (MgSO4), evaporation and purification by preparative TLC or flash chromatography afforded the 2-(acetoxymethyl) pyridine. Starting materials: C(CCC)OC(=C)C=1C=C(C(N(C1C)C1=CC(=CC=C1)C(F)(F)F)=O)C(=O)NCC1=CC=C(C=C1)S(=O)(=O)C (5-(1-butoxyvinyl)-6-methyl-N-[4-(methylsulfonyl)benzyl]-2-oxo-1-[3-(trifluoromethyl)phenyl]-1,2-dihydropyridine-3-carboxamide), C(O)([O-])=O.[Na+] (sodium hydrogen carbonate). The solvent is Cl (hydrochloric acid). Product: C(C)(=O)C=1C=C(C(N(C1C)C1=CC(=CC=C1)C(F)(F)F)=O)C(=O)NCC1=CC=C(C=C1)S(=O)(=O)C (5-Acetyl-6-methyl-N-[4-(methylsulfonyl)benzyl]-2-oxo-1-[3-(trifluoromethyl)phenyl]-1,2-dihydropyridine-3-carboxamide). Yield: 51.5%. As a reaction SMILES: C([O:5][C:6]([C:8]1[CH:9]=[C:10]([C:26]([NH:28][CH2:29][C:30]2[CH:35]=[CH:34][C:33]([S:36]([CH3:39])(=[O:38])=[O:37])=[CH:32][CH:31]=2)=[O:27])[C:11](=[O:25])[N:12]([C:15]2[CH:20]=[CH:19][CH:18]=[C:17]([C:21]([F:24])([F:23])[F:22])[CH:16]=2)[C:13]=1[CH3:14])=[CH2:7])CCC.C(=O)([O-])O.[Na+]>Cl>[C:6]([C:8]1[CH:9]=[C:10]([C:26]([NH:28][CH2:29][C:30]2[CH:35]=[CH:34][C:33]([S:36]([CH3:39])(=[O:38])=[O:37])=[CH:32][CH:31]=2)=[O:27])[C:11](=[O:25])[N:12]([C:15]2[CH:20]=[CH:19][CH:18]=[C:17]([C:21]([F:24])([F:23])[F:22])[CH:16]=2)[C:13]=1[CH3:14])(=[O:5])[CH3:7] |f:1.2|. Procedure: Aqueous hydrochloric acid (2.0M, 50 μl) was added to a solution of 5-(1-butoxyvinyl)-6-methyl-N-[4-(methylsulfonyl)benzyl]-2-oxo-1-[3-(trifluoromethyl)phenyl]-1,2-dihydropyridine-3-carboxamide (38 mg, 67.5 μmol) in DNT (0.5 ml). After 20 min. the solution was neutralized with aqueous sodium hydrogen carbonate. The reaction mixture was purified by preparative HPLC to give the title compound as a white solid (17.6 mg, 51%). Starting materials: [Cl-].C(CCCCCCC\C=C/CCCCCCCC)C[NH2+]CC(O)O (oleylmethyldihydroxyethylammonium chloride), P(=O)(OCCOCCCCCCCCCCCCCC)([O-])[O-].[K+].[K+] (potassium monolaurylethoxyethyl phosphate), C(CCCCCCCCCCC)O.C1CO1 (lauryl alcohol ethylene oxide). The solvent is C(C)(C)O (isopropyl alcohol). The product is C(CCCCCCCCCCC)CCOCCOP(=O)([O-])[O-].C(CCCCCCC\C=C/CCCCCCCC)C[NH2+]CC(O)O.C(CCCCCCC\C=C/CCCCCCCC)C[NH2+]CC(O)O (oleylmethyldihydroxyethylammonium laurylethoxyethyl phosphate). Isolated yield 96.8%. As a reaction SMILES: [Cl-].[CH2:2]([CH2:20][NH2+:21][CH2:22][CH:23]([OH:25])[OH:24])[CH2:3][CH2:4][CH2:5][CH2:6][CH2:7][CH2:8][CH2:9]/[CH:10]=[CH:11]\[CH2:12][CH2:13][CH2:14][CH2:15][CH2:16][CH2:17][CH2:18][CH3:19].[P:26]([O-:47])([O-:46])([O:28][CH2:29][CH2:30][O:31][CH2:32][CH2:33][CH2:34][CH2:35][CH2:36][CH2:37][CH2:38][CH2:39][CH2:40][CH2:41][CH2:42][CH2:43][CH2:44][CH3:45])=[O:27].[K+].[K+].C(O)CCCCCCCCCCC.C1OC1>C(O)(C)C>[CH2:34]([CH2:33][CH2:32][O:31][CH2:30][CH2:29][O:28][P:26]([O-:47])([O-:46])=[O:27])[CH2:35][CH2:36][CH2:37][CH2:38][CH2:39][CH2:40][CH2:41][CH2:42][CH2:43][CH2:44][CH3:45].[CH2:2]([CH2:20][NH2+:21][CH2:22][CH:23]([OH:25])[OH:24])[CH2:3][CH2:4][CH2:5][CH2:6][CH2:7][CH2:8][CH2:9]/[CH:10]=[CH:11]\[CH2:12][CH2:13][CH2:14][CH2:15][CH2:16][CH2:17][CH2:18][CH3:19].[CH2:2]([CH2:20][NH2+:21][CH2:22][CH:23]([OH:25])[OH:24])[CH2:3][CH2:4][CH2:5][CH2:6][CH2:7][CH2:8][CH2:9]/[CH:10]=[CH:11]\[CH2:12][CH2:13][CH2:14][CH2:15][CH2:16][CH2:17][CH2:18][CH3:19] |f:0.1,2.3.4,5.6,8.9.10|. Reported procedure: A four-necked flask fitted with stirrer and condenser means was charged with 40.5 g of oleylmethyldihydroxyethylammonium chloride, 21.5 g of potassium monolaurylethoxyethyl phosphate prepared from lauryl alcohol-ethylene oxide (2 mol) adduct and 150 g of isopropyl alcohol and the reaction was conducted at 75°-80° C. in an atmosphere of nitrogen gas introduced at a low flow rate for 8 hours. The precipitate was then collected by filtration and washed with 50 ml of isopropyl alcohol. The filtrate ...